Dataset: the Open Reaction Database (ORD), a public repository of structured organic reaction records. Task: describe an organic reaction: reactants, conditions, products, and yield Reactants: CN(C)CC(N)CC(=O)OCc1ccccc1, Cl, Cl, O=C(O)CCCCCCCCc1ccccc1. Product: CN(C)CC(CC(=O)OCc1ccccc1)NC(=O)CCCCCCCCc1ccccc1. Reaction SMILES: [CH2:20]([c:21]1[cH:22][cH:23][cH:24][cH:25][cH:26]1)[O:27][C:28]([CH2:29][CH:30]([CH2:31][N:32]([CH3:33])[CH3:34])[NH2:35])=[O:36].[ClH:18].[ClH:19].[c:1]1([CH2:7][CH2:8][CH2:9][CH2:10][CH2:11][CH2:12][CH2:13][CH2:14][C:15](=[O:16])[OH:17])[cH:2][cH:3][cH:4][cH:5][cH:6]1>>[c:1]1([CH2:7][CH2:8][CH2:9][CH2:10][CH2:11][CH2:12][CH2:13][CH2:14][C:15](=[O:17])[NH:35][CH:30]([CH2:29][C:28]([O:27][CH2:20][c:21]2[cH:22][cH:23][cH:24][cH:25][cH:26]2)=[O:36])[CH2:31][N:32]([CH3:33])[CH3:34])[cH:2][cH:3][cH:4][cH:5][cH:6]1. Starting materials: C(C)(C)(C)OC(=O)N1CCC(CC1)COC1=CC(=C(C=C1)[N+](=O)[O-])NC=1SC(=C(N1)C1=CC(=CC=C1)Cl)C(N)=O (4-{3-[5-carbamoyl-4-(3-chloro-phenyl)-thiazole-2-ylamino]-4-nitro-phenoxymethyl}-piperidine-1-carboxylic acid tert-butyl ester), C(OCC)(OCC)OCC (triethyl orthoformate). Solvent: C(C)(=O)O (acetic acid). Product: C(C)(C)(C)OC(=O)N1CCC(CC1)COC1=CC2=C(N=CN2C=2SC(=C(N2)C2=CC(=CC=C2)Cl)C(N)=O)C=C1 (4-{3-[5-carbamoyl-4-(3-chloro-phenyl)-thiazole-2-yl]-3H-benzoimidazol-5-yloxymethyl}-piperidine-1-carboxylic acid tert-butyl ester). RXN SMILES: [C:1]([O:5][C:6]([N:8]1[CH2:13][CH2:12][CH:11]([CH2:14][O:15][C:16]2[CH:21]=[CH:20][C:19]([N+:22]([O-])=O)=[C:18]([NH:25][C:26]3[S:27][C:28]([C:38](=[O:40])[NH2:39])=[C:29]([C:31]4[CH:36]=[CH:35][CH:34]=[C:33]([Cl:37])[CH:32]=4)[N:30]=3)[CH:17]=2)[CH2:10][CH2:9]1)=[O:7])([CH3:4])([CH3:3])[CH3:2].[CH:41](OCC)(OCC)OCC>C(O)(=O)C>[C:1]([O:5][C:6]([N:8]1[CH2:13][CH2:12][CH:11]([CH2:14][O:15][C:16]2[CH:21]=[CH:20][C:19]3[N:22]=[CH:41][N:25]([C:26]4[S:27][C:28]([C:38](=[O:40])[NH2:39])=[C:29]([C:31]5[CH:36]=[CH:35][CH:34]=[C:33]([Cl:37])[CH:32]=5)[N:30]=4)[C:18]=3[CH:17]=2)[CH2:10][CH2:9]1)=[O:7])([CH3:4])([CH3:3])[CH3:2]. Reported procedure: The crude 4-{3-[5-carbamoyl-4-(3-chloro-phenyl)-thiazole-2-ylamino]-4-nitro-phenoxymethyl}-piperidine-1-carboxylic acid tert-butyl ester (VII.23) was dissolved in 4 mL of acetic acid and 0.14 mL (0.84 mmole) of triethyl orthoformate. The mixture was heated at 70 degrees for 2 hours and then concentrated under reduced pressure. The residue was diluted with ethyl acetate and saturated aqueous sodium carbonate. The organic phase was washed with brine, dried over anhydrous magnesium sulfate, filtere...